Task: describe an organic reaction: reactants, conditions, products, and yield. Dataset: the Open Reaction Database (ORD), a public repository of structured organic reaction records Reactants: Cl.FC=1C=C(CN2N=CC(=C2)C2=CN(C3=NC=C(C=C32)C3=CC=C(C=C3)N3CCNCC3)S(=O)(=O)C3=CC=C(C)C=C3)C=CC1 (3-(1-(3-fluorobenzyl)-1H-pyrazol-4-yl)-5-(4-(piperazin-1-yl)phenyl)-1-tosyl-1H-pyrrolo[2,3-b]pyridine hydrochloride), ClCC(=O)N (2-chloroacetamide), C([O-])(O)=O.[Na+] (sodium bicarbonate). Solvent: CC(=O)C.C(C)O (acetone ethanol). Yields the product FC=1C=C(CN2N=CC(=C2)C2=CN(C3=NC=C(C=C32)C3=CC=C(C=C3)N3CCN(CC3)CC(=O)N)S(=O)(=O)C3=CC=C(C)C=C3)C=CC1 (2-(4-(4-(3-(1-(3-fluorobenzyl)-1H-pyrazol-4-yl)-1-tosyl-1H-pyrrolo[2,3-b]pyridin-5-yl)phenyl)piperazin-1-yl)acetamide). Yield: 48.9%. As a reaction SMILES: Cl.[F:2][C:3]1[CH:4]=[C:5]([CH:43]=[CH:44][CH:45]=1)[CH2:6][N:7]1[CH:11]=[C:10]([C:12]2[C:20]3[C:15](=[N:16][CH:17]=[C:18]([C:21]4[CH:26]=[CH:25][C:24]([N:27]5[CH2:32][CH2:31][NH:30][CH2:29][CH2:28]5)=[CH:23][CH:22]=4)[CH:19]=3)[N:14]([S:33]([C:36]3[CH:42]=[CH:41][C:39]([CH3:40])=[CH:38][CH:37]=3)(=[O:35])=[O:34])[CH:13]=2)[CH:9]=[N:8]1.Cl[CH2:47][C:48]([NH2:50])=[O:49].C(=O)(O)[O-].[Na+]>CC(C)=O.C(O)C>[F:2][C:3]1[CH:4]=[C:5]([CH:43]=[CH:44][CH:45]=1)[CH2:6][N:7]1[CH:11]=[C:10]([C:12]2[C:20]3[C:15](=[N:16][CH:17]=[C:18]([C:21]4[CH:26]=[CH:25][C:24]([N:27]5[CH2:28][CH2:29][N:30]([CH2:47][C:48]([NH2:50])=[O:49])[CH2:31][CH2:32]5)=[CH:23][CH:22]=4)[CH:19]=3)[N:14]([S:33]([C:36]3[CH:42]=[CH:41][C:39]([CH3:40])=[CH:38][CH:37]=3)(=[O:34])=[O:35])[CH:13]=2)[CH:9]=[N:8]1 |f:0.1,3.4,5.6|. Reported procedure: Using similar reaction conditions as described in step-i of example-82A, 3-(1-(3-fluorobenzyl)-1H-pyrazol-4-yl)-5-(4-(piperazin-1-yl)phenyl)-1-tosyl-1H-pyrrolo[2,3-b]pyridine hydrochloride (50 mg. 0.077 mmol) was alkylated using 2-chloroacetamide (10 mg, 0.116 mmol) and sodium bicarbonate (20 mg, 0.231 mmol) in acetone/ethanol (5/5 mL) to get 25 mg (49.01% yield) of the titled compound. MS: m/z=663.7 (M+1). Yields the product FC1=CC=C(OCC2CC3N(CCNC3)C2)C=C1 ((7SR,8aSR)-7-(4-Fluorophenoxy)methyl-1,2,3,4,6,7,8,8a-octahydro-pyrrolo[1,2-a]pyrazine). Solvent: CO (methanol). Reaction SMILES: [F:1][C:2]1[CH:25]=[CH:24][C:5]([O:6][CH2:7][CH:8]2[CH2:23][N:11]3[CH2:12][CH2:13][N:14](CC4C=CC=CC=4)[CH2:15][CH:10]3[CH2:9]2)=[CH:4][CH:3]=1.C([O-])=O.[NH4+]>[Pd].CO>[F:1][C:2]1[CH:3]=[CH:4][C:5]([O:6][CH2:7][CH:8]2[CH2:23][N:11]3[CH2:12][CH2:13][NH:14][CH2:15][CH:10]3[CH2:9]2)=[CH:24][CH:25]=1 |f:1.2|. The reagents and catalysts are [Pd] (palladium on carbon). Reactants: FC1=CC=C(OCC2CC3N(CCN(C3)CC3=CC=CC=C3)C2)C=C1 ((7SR,8aSR)-7-(4-fluorophenoxy)methyl-2-phenylmethyl-1,2,3,4,6,7,8,8a-octahydro-pyrrolo[1,2-a]pyrazine), C(=O)[O-].[NH4+] (ammonium formate). Isolated yield 98.9%. Procedure details: A mixture of 1.20 g (3.53 mmol) of (7SR,8aSR)-7-(4-fluorophenoxy)methyl-2-phenylmethyl-1,2,3,4,6,7,8,8a-octahydro-pyrrolo[1,2-a]pyrazine (Preparation 2), 30 mL of methanol and 2.5 mL of 5.0M ammonium formate was treated with an aqueous slurry of 0.15 g of 10% palladium on carbon. The mixture was heated at reflux for 48 h, cooled to ambient temperature, filtered through Celite, and the filtrate was evaporated. The residue was taken up in dilute aqueous ammonium hydroxide and extracted with chloro... The reactants are FC1=C(C=CC(=C1)F)B(O)O (2,4-difluorophenyl boronic acid), COC=1C=C2C=CC(=C(C2=CC1)CC1=CC=C(C=C1)OCCN1CCCCC1)OS(=O)(=O)C(F)(F)F (trifluoromethanesulfonic acid 6-methoxy-1-[4-(2-piperidin-1-yl-ethoxy)-benzyl]-naphthalen-2-yl ester), [F-].[Cs+] (cesium fluoride). The reagents and catalysts are Cl[Pd]([P](C1=CC=CC=C1)(C2=CC=CC=C2)C3=CC=CC=C3)([P](C4=CC=CC=C4)(C5=CC=CC=C5)C6=CC=CC=C6)Cl (trans-dichlorobis(triphenylphosphine)palladium). Solvent: C(C)#N (acetonitrile). Product: FC1=C(C=CC(=C1)F)C1=C(C2=CC=C(C=C2C=C1)OC)CC1=CC=C(OCCN2CCCCC2)C=C1 (1-(2-{4-[2-(2,4-Difluoro-phenyl)-6-methoxy-naphthalen-1-ylmethyl]-phenoxy}-ethyl)-piperidine). RXN SMILES: [CH3:1][O:2][C:3]1[CH:4]=[C:5]2[C:10](=[CH:11][CH:12]=1)[C:9]([CH2:13][C:14]1[CH:19]=[CH:18][C:17]([O:20][CH2:21][CH2:22][N:23]3[CH2:28][CH2:27][CH2:26][CH2:25][CH2:24]3)=[CH:16][CH:15]=1)=[C:8](OS(C(F)(F)F)(=O)=O)[CH:7]=[CH:6]2.[F:37][C:38]1[CH:43]=[C:42]([F:44])[CH:41]=[CH:40][C:39]=1B(O)O.[F-].[Cs+]>C(#N)C.Cl[Pd](Cl)([P](C1C=CC=CC=1)(C1C=CC=CC=1)C1C=CC=CC=1)[P](C1C=CC=CC=1)(C1C=CC=CC=1)C1C=CC=CC=1>[F:37][C:38]1[CH:43]=[C:42]([F:44])[CH:41]=[CH:40][C:39]=1[C:8]1[CH:7]=[CH:6][C:5]2[C:10](=[CH:11][CH:12]=[C:3]([O:2][CH3:1])[CH:4]=2)[C:9]=1[CH2:13][C:14]1[CH:15]=[CH:16][C:17]([O:20][CH2:21][CH2:22][N:23]2[CH2:28][CH2:27][CH2:26][CH2:25][CH2:24]2)=[CH:18][CH:19]=1 |f:2.3,^1:55,74|. Procedure: Dissolve trifluoromethanesulfonic acid 6-methoxy-1-[4-(2-piperidin-1-yl-ethoxy)-benzyl]-naphthalen-2-yl ester (1.00 g, 1.91 mmol) in 20 mL of degassed acetonitrile and add 2,4-difluorophenyl boronic acid (0.60 g, 3.82 mmol), trans[dichlorobis(triphenylphosphine)]palladium II (0.27 g, 0.38 mmol) and sonicate briefly. Next add cesium fluoride (2.61 g, 17.19 mmol) and heat to 75° C. for one hour. Add Celite and filter. Concentrate the solvent under vacuum, dissolve in methanol and purify on an SCX ... Reactants: O (water), N1CCC1 (azetidine), C1C(CCC2=CC=CC=C12)=O (3,4-dihydro-2(1 H)-naphthalenone), C1(=CC=C(C=C1)S(=O)(=O)O)C (p-toluenesulphonic acid). Run in ClCCl (dichloromethane). The product is C1=C(CCC2=CC=CC=C12)N1CCC1 (1-(3,4-Dihydro-2-naphthalenyl)azetidine). As a reaction SMILES: [NH:1]1[CH2:4][CH2:3][CH2:2]1.[CH2:5]1[C:14]2[C:9](=[CH:10][CH:11]=[CH:12][CH:13]=2)[CH2:8][CH2:7][C:6]1=O.C1(C)C=CC(S(O)(=O)=O)=CC=1.O>ClCCl>[CH:8]1[C:9]2[C:14](=[CH:13][CH:12]=[CH:11][CH:10]=2)[CH2:5][CH2:6][C:7]=1[N:1]1[CH2:4][CH2:3][CH2:2]1. Procedure: A solution of azetidine (6.8 g, 0.12 mol), 3,4-dihydro-2(1 H)-naphthalenone (14.6 g, 0.10 mol), and p-toluenesulphonic acid (1.5 g) in dichloromethane (200 ml) was heated under reflux for 3 h in an apparatus fitted for the continuous removal of water, cooled to room temperature, washed with dilute aqueous sodium carbonate, dried (MgSO4), and evaporated in vacuo to give the product as an oil. The reactants are aqueous solution, O=O (oxygen), O=O (Oxygen), O=C[C@H](O)[C@@H](O)[C@H](O)[C@H](O)CO (glucose), I (HI). Conditions: temperature 50 celsius. Yields the product O=C([C@H](O)[C@@H](O)[C@H](O)[C@H](O)CO)O (gluconic acid). Reaction SMILES: [O:1]=[CH:2][C@@H:3]([C@H:5]([C@@H:7]([C@@H:9]([CH2:11][OH:12])[OH:10])[OH:8])[OH:6])[OH:4].I.[O:14]=O>>[O:1]=[C:2]([OH:14])[C@@H:3]([C@H:5]([C@@H:7]([C@@H:9]([CH2:11][OH:12])[OH:10])[OH:8])[OH:6])[OH:4]. Procedure details: 1200 g of an aqueous solution of 360 g (2 mol) of glucose (HI MESH; a product of Aito Co., Ltd.) and 5.4 g (1.5 wt. % based on glucose) of the catalyst prepared as above were placed in a 2.5 l reaction vessel provided with a stirrer, thermometer, alkali dropping funnel, pH electrodes and oxygen inlet. Oxygen gas was introduced into the aqueous solution under vigorous stirring while the temperature was maintained at 50±1° C. As the reaction proceeded, gluconic acid was formed. Gluconic acid was n...